This data is from the Open Reaction Database (ORD), a public repository of structured organic reaction records. The task is: describe an organic reaction: reactants, conditions, products, and yield Reactants: CCN=C=NCCCN(C)C, CCN(C(C)C)C(C)C, Clc1ccccc1OC1CCNCC1, Cl, CN(C)C=O, O, On1nnc2ccccc21, O=C(O)CNC(=O)c1cn(-c2ccccc2)cn1. Yields the product O=C(NCC(=O)N1CCC(Oc2ccccc2Cl)CC1)c1cn(-c2ccccc2)cn1. Reaction SMILES: [CH3:38][CH2:39][N:40]=[C:41]=[N:42][CH2:43][CH2:44][CH2:45][N:46]([CH3:47])[CH3:48].[CH:1]([N:2]([CH2:3][CH3:4])[CH:5]([CH3:6])[CH3:7])([CH3:8])[CH3:9].[Cl:50][c:51]1[c:52]([O:53][CH:54]2[CH2:55][CH2:56][NH:57][CH2:58][CH2:59]2)[cH:60][cH:61][cH:62][cH:63]1.[ClH:49].[O:64]=[CH:65][N:66]([CH3:67])[CH3:68].[OH2:69].[OH:28][n:29]1[c:30]2[c:31]([cH:32][cH:33][cH:34][cH:35]2)[n:36][n:37]1.[c:10]1(-[n:16]2[cH:17][n:18][c:19]([C:21](=[O:22])[NH:23][CH2:24][C:25](=[O:26])[OH:27])[cH:20]2)[cH:11][cH:12][cH:13][cH:14][cH:15]1>>[c:10]1(-[n:16]2[cH:17][n:18][c:19]([C:21](=[O:22])[NH:23][CH2:24][C:25](=[O:27])[N:57]3[CH2:56][CH2:55][CH:54]([O:53][c:52]4[c:51]([Cl:50])[cH:63][cH:62][cH:61][cH:60]4)[CH2:59][CH2:58]3)[cH:20]2)[cH:11][cH:12][cH:13][cH:14][cH:15]1.